From a dataset of the Open Reaction Database (ORD), a public repository of structured organic reaction records. describe an organic reaction: reactants, conditions, products, and yield Reactants: NC1=CC=CC=2C(C3=CC=CC=C3C(C12)=O)=O (1-aminoanthraquinone), C(CCCCCC)(=O)Cl (n-heptanoyl chloride). Solvent: [N+](=O)([O-])C1=CC=CC=C1 (nitrobenzene). Yields the product C(CCCCCC)(=O)NC1=CC=CC=2C(C3=CC=CC=C3C(C12)=O)=O (1-n-heptanoylaminoanthraquinone). RXN SMILES: [NH2:1][C:2]1[C:15]2[C:14](=[O:16])[C:13]3[C:8](=[CH:9][CH:10]=[CH:11][CH:12]=3)[C:7](=[O:17])[C:6]=2[CH:5]=[CH:4][CH:3]=1.[C:18](Cl)(=[O:25])[CH2:19][CH2:20][CH2:21][CH2:22][CH2:23][CH3:24]>[N+](C1C=CC=CC=1)([O-])=O>[C:18]([NH:1][C:2]1[C:15]2[C:14](=[O:16])[C:13]3[C:8](=[CH:9][CH:10]=[CH:11][CH:12]=3)[C:7](=[O:17])[C:6]=2[CH:5]=[CH:4][CH:3]=1)(=[O:25])[CH2:19][CH2:20][CH2:21][CH2:22][CH2:23][CH3:24]. Reported procedure: Into a 250 ml round-bottom flask equipped with magnetic stirrer, condenser, heating mantle and nitrogen blanket, were placed 10.0 g of 1-aminoanthraquinone, 80 ml of nitrobenzene and 6.5 g of n-heptanoyl chloride. The solution was refluxed for 2.5 hours and cooled. Crude product was precipitated with methanol, filtered and dried. Chromatography on silica gel with toluene eluent afforded yellow 1-n-heptanoylaminoanthraquinone, melting at 133° C. Procedure details: tert-butyl 6-(4-amino-3-(4-phenoxyphenyl)-1H-pyrazolo[3,4-d]pyrimidin-1-yl)-1,4-oxazepane-4-carboxylate is dissolved in acetone and 6N aqueous hydrochloric acid. The reaction is then heated at 45° C. which yielded a precipitate. After 2.5 hours, the precipitate is collected by vacuum filtration, washed with a minimal amount of acetone and dried on the lyophilizer to afford title compound. The product is O1CCNCC(C1)N1N=C(C=2C1=NC=NC2N)C2=CC=C(C=C2)OC2=CC=CC=C2 (1-(1,4-oxazepan-6-yl)-3-(4-phenoxyphenyl)-1H-pyrazolo[3,4-d]pyrimidin-4-amine). RXN SMILES: [NH2:1][C:2]1[N:7]=[CH:6][N:5]=[C:4]2[N:8]([CH:24]3[CH2:30][O:29][CH2:28][CH2:27][N:26](C(OC(C)(C)C)=O)[CH2:25]3)[N:9]=[C:10]([C:11]3[CH:16]=[CH:15][C:14]([O:17][C:18]4[CH:23]=[CH:22][CH:21]=[CH:20][CH:19]=4)=[CH:13][CH:12]=3)[C:3]=12>CC(C)=O.Cl>[O:29]1[CH2:30][CH:24]([N:8]2[C:4]3=[N:5][CH:6]=[N:7][C:2]([NH2:1])=[C:3]3[C:10]([C:11]3[CH:12]=[CH:13][C:14]([O:17][C:18]4[CH:23]=[CH:22][CH:21]=[CH:20][CH:19]=4)=[CH:15][CH:16]=3)=[N:9]2)[CH2:25][NH:26][CH2:27][CH2:28]1. Conditions: temperature 45 celsius, time 2.5 hour. Reactants: NC1=C2C(=NC=N1)N(N=C2C2=CC=C(C=C2)OC2=CC=CC=C2)C2CN(CCOC2)C(=O)OC(C)(C)C (tert-butyl 6-(4-amino-3-(4-phenoxyphenyl)-1H-pyrazolo[3,4-d]pyrimidin-1-yl)-1,4-oxazepane-4-carboxylate). Run in CC(=O)C (acetone), Cl (hydrochloric acid). The reactants are BrCC(=O)OC(C)(C)C (t-butyl bromoacetate), N(C1=CC=CC=C1)C(=O)[C@@H]1CCC=2N1C(C(=CN2)N(C(OCC2=CC=CC=C2)=O)CC2=CC=CC=C2)=O (Benzyl (6S)-6-(anilinocarbonyl)-4-oxo-4,6,7,8-tetrahydropyrrolo[1,2-a]pyrimidin-3-yl(benzyl)carbamate), [Li+].C[Si](C)(C)[N-][Si](C)(C)C (LiHMDS). The solvent is C1CCOC1 (THF), C1CCOC1 (THF). Run at temperature -78 celsius, time 10 minute. Product: N(C1=CC=CC=C1)C(=O)[C@@H]1C[C@@H](C=2N1C(C(=CN2)N(C(=O)OCC2=CC=CC=C2)CC2=CC=CC=C2)=O)CC(=O)OC(C)(C)C (tert-Butyl ((6S,8R)-6-(anilinocarbonyl)-3-{benzyl[(benzyloxy)carbonyl]amino}-4-oxo-4,6,7,8-tetrahydropyrrolo[1,2-a]pyrimidin-8-yl)acetate). Isolated yield 88.7%. As a reaction SMILES: [NH:1]([C:8]([C@H:10]1[N:14]2[C:15](=[O:37])[C:16]([N:19]([CH2:30][C:31]3[CH:36]=[CH:35][CH:34]=[CH:33][CH:32]=3)[C:20](=[O:29])[O:21][CH2:22][C:23]3[CH:28]=[CH:27][CH:26]=[CH:25][CH:24]=3)=[CH:17][N:18]=[C:13]2[CH2:12][CH2:11]1)=[O:9])[C:2]1[CH:7]=[CH:6][CH:5]=[CH:4][CH:3]=1.[Li+].C[Si]([N-][Si](C)(C)C)(C)C.Br[CH2:49][C:50]([O:52][C:53]([CH3:56])([CH3:55])[CH3:54])=[O:51]>C1COCC1>[NH:1]([C:8]([C@H:10]1[N:14]2[C:15](=[O:37])[C:16]([N:19]([CH2:30][C:31]3[CH:32]=[CH:33][CH:34]=[CH:35][CH:36]=3)[C:20]([O:21][CH2:22][C:23]3[CH:24]=[CH:25][CH:26]=[CH:27][CH:28]=3)=[O:29])=[CH:17][N:18]=[C:13]2[C@@H:12]([CH2:49][C:50]([O:52][C:53]([CH3:56])([CH3:55])[CH3:54])=[O:51])[CH2:11]1)=[O:9])[C:2]1[CH:7]=[CH:6][CH:5]=[CH:4][CH:3]=1 |f:1.2|. Reported procedure: To a solution of 112a (101.6 mg, 0.205 mmol) in 1 mL THF at −78° C., was added 1N LiHMDS in THF (0.431 mL, 0.431 mmol). The mixture was stirred at −78° C. for 10 min, then t-butyl bromoacetate (30.3 μL, 0.205 mmol) was added, dropwise. The mixture was stirred at −78° C. for 5 h, then quenched with sat. NH4Cl. The mixture was diluted with EtOAc and washed with sat. NH4Cl and brine, dried (Na2SO4), and concentrated. The crude product was purified by flash chromatography to afford 110.7 mg (89%) of... The reactants are C1(CCCC1)OCC(=O)Cl (2-(cyclopentyloxy)acetyl chloride), ClC1=C(C=C(C=C1)C=1C(=NN2C1N=C(C=C2C)C)N)C (3-(4-Chloro-3-methylphenyl)-5,7-dimethylpyrazolo[1,5-a]pyrimidin-2-amine). Run in N1=CC=CC=C1 (pyridine). Conditions: time 2 hour. Yields the product ClC1=C(C=C(C=C1)C=1C(=NN2C1N=C(C=C2C)C)NC(COC2CCCC2)=O)C (N-[3-(4-chloro-3-methylphenyl)-5,7-dimethylpyrazolo[1,5-a]pyrimidin-2-yl]-2-(cyclopentyloxy)acetamide). As a reaction SMILES: [CH:1]1([O:6][CH2:7][C:8](Cl)=[O:9])[CH2:5][CH2:4][CH2:3][CH2:2]1.[Cl:11][C:12]1[CH:17]=[CH:16][C:15]([C:18]2[C:19]([NH2:29])=[N:20][N:21]3[C:26]([CH3:27])=[CH:25][C:24]([CH3:28])=[N:23][C:22]=23)=[CH:14][C:13]=1[CH3:30]>N1C=CC=CC=1>[Cl:11][C:12]1[CH:17]=[CH:16][C:15]([C:18]2[C:19]([NH:29][C:8](=[O:9])[CH2:7][O:6][CH:1]3[CH2:5][CH2:4][CH2:3][CH2:2]3)=[N:20][N:21]3[C:26]([CH3:27])=[CH:25][C:24]([CH3:28])=[N:23][C:22]=23)=[CH:14][C:13]=1[CH3:30]. Procedure: The product from Example 133C (1.0 mL of solution in CH2Cl2) was added to a stirring solution of the product from Example 47C (51 mg, 0.178 mmol) in pyridine (1.4 mL). The reaction mixture was stirred at room temperature for 2 hours, and then quenched by addition of MeOH (0.5 mL). After 30 min, concentrated NH4OH (0.2 mL) was added, and the mixture was stirred at room temperature for 12 hours, and then concentrated under vacuum. The residue was purified by flash chromatography (silica gel, elute...